From a dataset of the Open Reaction Database (ORD), a public repository of structured organic reaction records. describe an organic reaction: reactants, conditions, products, and yield The reactants are C1COC2(C[C@H]([C@@H](CC2)CCCO)C2=C(C=C(C=C2)C(CCCCCC)(C)C)O)O1 (trans-3-[4-(1,1-dimethylheptyl)-2-hydroxyphenyl]-4-(3-hydroxypropyl)cyclohexanone ethylene ketal), [Cl-].[Na+] (sodium chloride), Cl (hydrochloric acid), O1CCCC1 (tetrahydrofuran). Solvent: CCOCC (ether). Yields the product CC(CCCCCC)(C)C1=CC(=C(C=C1)[C@@H]1CC(CC[C@H]1CCCO)=O)O (Trans-3-[4-(1,1-Dimethylheptyl)-2-hydroxyphenyl]-4-(3-hydroxypropyl)cyclohexanone). Isolated yield 82.0%. As a reaction SMILES: C1O[C:4]2([CH2:9][CH2:8][C@@H:7]([CH2:10][CH2:11][CH2:12][OH:13])[C@H:6]([C:14]3[CH:19]=[CH:18][C:17]([C:20]([CH3:28])([CH3:27])[CH2:21][CH2:22][CH2:23][CH2:24][CH2:25][CH3:26])=[CH:16][C:15]=3[OH:29])[CH2:5]2)[O:3]C1.Cl.O1CCCC1.[Cl-].[Na+]>CCOCC>[CH3:28][C:20]([C:17]1[CH:18]=[CH:19][C:14]([C@H:6]2[C@H:7]([CH2:10][CH2:11][CH2:12][OH:13])[CH2:8][CH2:9][C:4](=[O:3])[CH2:5]2)=[C:15]([OH:29])[CH:16]=1)([CH3:27])[CH2:21][CH2:22][CH2:23][CH2:24][CH2:25][CH3:26] |f:3.4|. Reported procedure: A mixture of 4.0 g. (9.56 mmoles) of trans-3-[4-(1,1-dimethylheptyl)-2-hydroxyphenyl]-4-(3-hydroxypropyl)cyclohexanone ethylene ketal, 50 ml. of 2N hydrochloric acid and 100 ml. of tetrahydrofuran was heated at reflux for 2 hours. The reaction was cooled and added to 500 ml. saturated sodium chloride and 250 ml. ether. The ether extract was separated and washed once with 500 ml. saturated sodium chloride, once with 500 ml. saturated sodium bicarbonate, dried over magnesium sulfate and evaporated... Reactants: FC1=C2C(N(C(C2=C(C=C1)F)CCC(=O)NC1=NC=C(C=C1)C(F)(F)F)CC1=CC=C(C=C1)F)=O (3-[4,7-Difluoro-2-(4-fluoro-benzyl)-3-oxo-2,3-dihydro-1H-isoindol-1-yl]-N-(5-trifluoromethyl-pyridin-2-yl)-propionamide), NC=1SC=C(N1)C(=O)OCC (ethyl 2-amino-1,3-thiazole-4-carboxylate). Product: C(C)OC(=O)C=1N=C(SC1)NC(CCC1N(C(C2=C(C=CC(=C12)F)F)=O)CC1=CC=C(C=C1)F)=O (2-{3-[4,7-Difluoro-2-(4-fluoro-benzyl)-3-oxo-2,3-dihydro-1H-isoindol-1-yl]-propionylamino}thiazole-4-carboxylic acid ethyl ester). RXN SMILES: [F:1][C:2]1[CH:10]=[CH:9][C:8]([F:11])=[C:7]2[C:3]=1[C:4](=[O:35])[N:5]([CH2:27][C:28]1[CH:33]=[CH:32][C:31]([F:34])=[CH:30][CH:29]=1)[CH:6]2[CH2:12][CH2:13][C:14]([NH:16][C:17]1C=CC(C(F)(F)F)=C[N:18]=1)=[O:15].NC1[S:38][CH:39]=[C:40]([C:42]([O:44][CH2:45][CH3:46])=[O:43])N=1>>[CH2:45]([O:44][C:42]([C:40]1[N:18]=[C:17]([NH:16][C:14](=[O:15])[CH2:13][CH2:12][CH:6]2[C:7]3[C:3](=[C:2]([F:1])[CH:10]=[CH:9][C:8]=3[F:11])[C:4](=[O:35])[N:5]2[CH2:27][C:28]2[CH:29]=[CH:30][C:31]([F:34])=[CH:32][CH:33]=2)[S:38][CH:39]=1)=[O:43])[CH3:46]. Procedure: The product from Example 18, Part A (100 mg, 0.29 mmol) and ethyl 2-amino-1,3-thiazole-4-carboxylate were converted to the title compound in a manner analogous to the method described in Example 7, Part E without crystallization (80 mg, 55%). 1H (300 MHz, CDCl3) δ 10.31 (s, 1H), 7.77 (s, 1H), 7.28 (m, 2H), 7.12 (m, 1H), 6.99 (m, 3H), 5.21 (d, J=15 Hz, 1H), 4.65 (m, 1H), 4.32 (q, J=7 Hz, 2H), 4.12 (d, J=15 Hz, 1H), 2.57 (m, 2H), 2.14 (m, 1H), 2.08 (m, 1H), 1.35 (t, J=7 Hz, 3H). MS: m/z (MH+) 504. Reactants: 3.5, C([O-])([O-])=O.[K+].[K+] (potassium carbonate), C(C1=CC=CC=C1)N1N=NC(=C1)C1=CN(C2=NC=C(C=C21)C=2C=NN(C2)C)C(=O)OC(C)(C)C (tert-butyl 3-(1-benzyl-1H-1,2,3-triazol-4-yl)-5-(1-methyl-1H-pyrazol-4-yl)pyrrolo[2,3-b]pyridine-1-carboxylate). Run in CO (methanol). Run at time 1 hour. Product: C(C1=CC=CC=C1)N1N=NC(=C1)C1=CNC2=NC=C(C=C21)C=2C=NN(C2)C (3-(1-benzyl-1H-1,2,3-triazol-4-yl)-5-(1-methyl-1H-pyrazol-4-yl)-1H-pyrrolo[2,3-b]pyridine). Reaction SMILES: C(=O)([O-])[O-].[K+].[K+].[CH2:7]([N:14]1[CH:18]=[C:17]([C:19]2[C:27]3[C:22](=[N:23][CH:24]=[C:25]([C:28]4[CH:29]=[N:30][N:31]([CH3:33])[CH:32]=4)[CH:26]=3)[N:21](C(OC(C)(C)C)=O)[CH:20]=2)[N:16]=[N:15]1)[C:8]1[CH:13]=[CH:12][CH:11]=[CH:10][CH:9]=1>CO>[CH2:7]([N:14]1[CH:18]=[C:17]([C:19]2[C:27]3[C:22](=[N:23][CH:24]=[C:25]([C:28]4[CH:29]=[N:30][N:31]([CH3:33])[CH:32]=4)[CH:26]=3)[NH:21][CH:20]=2)[N:16]=[N:15]1)[C:8]1[CH:13]=[CH:12][CH:11]=[CH:10][CH:9]=1 |f:0.1.2|. Procedure details: 3.5 88 mg (0.63 mmol) of potassium carbonate are added to a solution of 115 mg (0.25 mmol) of tert-butyl 3-(1-benzyl-1H-1,2,3-triazol-4-yl)-5-(1-methyl-1H-pyrazol-4-yl)pyrrolo[2,3-b]pyridine-1-carboxylate in 1.3 ml of methanol, and the mixture is stirred at room temperature for 1 hour. The reaction mixture is adsorbed onto kieselguhr and chromatographed on a silica-gel column with dichloromethane/methanol/ammonia water, giving 3-(1-benzyl-1H-1,2,3-triazol-4-yl)-5-(1-methyl-1H-pyrazol-4-yl)-1H-py...